describe an organic reaction: reactants, conditions, products, and yield From a dataset of the Open Reaction Database (ORD), a public repository of structured organic reaction records. Reactants: O1CCCC=C1 (3,4-dihydro-2H-pyran), C1(=CC=C(C=C1)S(=O)(=O)[O-])C.[NH+]1=CC=CC=C1 (pyridinium p-toluenesulfonate), BrCC(=O)C1=CC=C(C=C1)O (2-Bromo-4'-hydroxyacetophenone). Run in ClCCl (dichloromethane). Product: BrCC(=O)C1=CC=C(C=C1)OC1OCCCC1 (2-bromo-4'-((2RS)-2-tetrahydropyranyloxy)acetophenone). As a reaction SMILES: [Br:1][CH2:2][C:3]([C:5]1[CH:10]=[CH:9][C:8]([OH:11])=[CH:7][CH:6]=1)=[O:4].[O:12]1[CH:17]=[CH:16][CH2:15][CH2:14][CH2:13]1.C1(C)C=CC(S([O-])(=O)=O)=CC=1.[NH+]1C=CC=CC=1>ClCCl>[Br:1][CH2:2][C:3]([C:5]1[CH:10]=[CH:9][C:8]([O:11][CH:13]2[CH2:14][CH2:15][CH2:16][CH2:17][O:12]2)=[CH:7][CH:6]=1)=[O:4] |f:2.3|. Procedure: 2-Bromo-4'-hydroxyacetophenone (860 mg) was dissolved in dichloromethane (20 ml), and 3,4-dihydro-2H-pyran (550 μl) and pyridinium p-toluenesulfonate (100 mg) were added to the solution at room temperature with stirring. After reaction for 17 hours, the reaction mixture was washed with water and dried over anhydrous magnesium sulfate, and the solvent was removed in vacuo. Purification of the residue by medium pressure liquid column chromatography on silica gel (eluent: hexane/ethyl acetate=10/1)... Starting materials: CC1OC(OC2C(Oc3cc(O)c4c(c3)OC(c3ccc(O)cc3)CC4=O)OC(CO)C(O)C2O)C(O)C(O)C1O, Cl. Product: O=C1CC(c2ccc(O)cc2)Oc2cc(O)cc(O)c21. As a reaction SMILES: [CH3:1][CH:2]1[CH:3]([OH:4])[CH:5]([OH:6])[CH:7]([OH:8])[CH:9]([O:10][CH:11]2[CH:12]([O:16][c:17]3[cH:18][c:19]([OH:20])[c:21]4[c:27]([cH:28]3)[O:26][CH:25]([c:29]3[cH:30][cH:31][c:32]([OH:33])[cH:34][cH:35]3)[CH2:24][C:22]4=[O:23])[O:13][CH:14]([CH2:15][OH:36])[CH:37]([OH:38])[CH:39]2[OH:40])[O:41]1.[ClH:42]>>[OH:16][c:17]1[cH:18][c:19]([OH:20])[c:21]2[c:27]([cH:28]1)[O:26][CH:25]([c:29]1[cH:30][cH:31][c:32]([OH:33])[cH:34][cH:35]1)[CH2:24][C:22]2=[O:23]. Product: Cl.O1CCN(CC1)N=CC1=CC=C(C(=O)NC=2C=C3CC(COC3=CC2)CC(=O)OCCOC)C=C1 (2-methoxyethyl 6-[[4-(morpholinoiminomethyl)benzoyl]amino]chroman-3-acetate hydrochloride). Starting materials: S(=O)(Cl)Cl (Thionyl chloride), COC(C)O (methoxyethanol), Cl.O1CCN(CC1)N=CC1=CC=C(C(=O)NC=2C=C3CC(COC3=CC2)CC(=O)O)C=C1 (6-[[4-(morpholinoiminomethyl)benzoyl]amino]chroman-3-acetic acid hydrochloride). As a reaction SMILES: S(Cl)([Cl:3])=O.[CH3:5][O:6][CH:7](O)[CH3:8].Cl.[O:11]1[CH2:16][CH2:15][N:14]([N:17]=[CH:18][C:19]2[CH:41]=[CH:40][C:22]([C:23]([NH:25][C:26]3[CH:27]=[C:28]4[C:33](=[CH:34][CH:35]=3)[O:32][CH2:31][CH:30]([CH2:36][C:37]([OH:39])=[O:38])[CH2:29]4)=[O:24])=[CH:21][CH:20]=2)[CH2:13][CH2:12]1>>[ClH:3].[O:11]1[CH2:16][CH2:15][N:14]([N:17]=[CH:18][C:19]2[CH:20]=[CH:21][C:22]([C:23]([NH:25][C:26]3[CH:27]=[C:28]4[C:33](=[CH:34][CH:35]=3)[O:32][CH2:31][CH:30]([CH2:36][C:37]([O:39][CH2:8][CH2:7][O:6][CH3:5])=[O:38])[CH2:29]4)=[O:24])=[CH:40][CH:41]=2)[CH2:13][CH2:12]1 |f:2.3,4.5|. Conditions: time 10 minute. Procedure: Thionyl chloride (0.4 ml) was dropwise added to methoxyethanol (5 ml) with ice cooling and stirred for 10 minutes at the intact temperature. To the resulting solution the compound (0.2 g) obtained in Example 5 was added and stirred overnight at room temperature. The solvent was distilled off under reduced pressure and the concentrated residue was washed with ethyl ether to obtain the entitled compound (0.12 g). The reactants are c1ccc(COc2cccc3sncc23)cc1, [Cl-], O=S(=O)(O)O, c1cc[nH+]cc1. Yields the product Oc1cccc2sncc12. As a reaction SMILES: [CH2:1]([c:2]1[cH:3][cH:4][cH:5][cH:6][cH:7]1)[O:8][c:9]1[cH:10][cH:11][cH:12][c:13]2[c:14]1[cH:15][n:16][s:17]2.[Cl-:18].[S:25](=[O:26])(=[O:27])([OH:28])[OH:29].[nH+:19]1[cH:20][cH:21][cH:22][cH:23][cH:24]1>>[OH:8][c:9]1[cH:10][cH:11][cH:12][c:13]2[c:14]1[cH:15][n:16][s:17]2. The reactants are C(#N)C=1C=C(C=CC1)NC(N(CCN1CCOCC1)CCC(C1=CC=CC=C1)C1=CC=CC=C1)=O (3-(3-cyanophenyl)-1-(3,3-diphenylpropyl)-1-(2-morpholin-4-ylethyl)urea), O (Water), C(C)SP(=S)(OCC)[O-] (diethyldithiophosphate), O (water). Solvent: C1CCOC1 (THF). Conditions: temperature 40 celsius, time 27 hour. The product is C1(=CC=CC=C1)C(CCN(C(NC=1C=C(C(=S)N)C=CC1)=O)CCN1CCOCC1)C1=CC=CC=C1 (3-[3-(3,3-diphenylpropyl)-3-(2-morpholin-4-ylethyl)ureido]thiobenzamide), powder. Isolated yield 73.0%. As a reaction SMILES: [C:1]([C:3]1[CH:4]=[C:5]([NH:9][C:10](=[O:35])[N:11]([CH2:20][CH2:21][CH:22]([C:29]2[CH:34]=[CH:33][CH:32]=[CH:31][CH:30]=2)[C:23]2[CH:28]=[CH:27][CH:26]=[CH:25][CH:24]=2)[CH2:12][CH2:13][N:14]2[CH2:19][CH2:18][O:17][CH2:16][CH2:15]2)[CH:6]=[CH:7][CH:8]=1)#[N:2].C([S:38]P([O-])(OCC)=S)C.O>C1COCC1>[C:29]1([CH:22]([C:23]2[CH:24]=[CH:25][CH:26]=[CH:27][CH:28]=2)[CH2:21][CH2:20][N:11]([CH2:12][CH2:13][N:14]2[CH2:15][CH2:16][O:17][CH2:18][CH2:19]2)[C:10](=[O:35])[NH:9][C:5]2[CH:4]=[C:3]([CH:8]=[CH:7][CH:6]=2)[C:1]([NH2:2])=[S:38])[CH:30]=[CH:31][CH:32]=[CH:33][CH:34]=1. Reported procedure: 70 mg (0.15 mmol, 1 eq.) of 3-(3-cyanophenyl)-1-(3,3-diphenylpropyl)-1-(2-morpholin-4-ylethyl)urea (obtained in Example 19) are dissolved in 0.5 mL of THF under argon. 142 μL (0.90 mmol, 6 eq.) of diethyldithiophosphate and 50 μL (0.01 mmol, 0.1 eq.) of water are added. The mixture is stirred for 27 hours at 40° C. Water is added to the medium and the aqueous phase is extracted with dichloromethane, washed twice with water then brine, dried over MgSO4, filtered and concentrated. The oil obtained... Starting materials: N1=CC=C(C=C1)C1=CC=NC=C1 (4,4′-bipyridyl), C(CCCCC)C(CI)CCCCCCCC (2-hexyl-1-iododecane), CN(C)C=O (N,N′-dimethylformamide). Solvent: C(C)#N (acetonitrile). Run at time 30 minute. Product: [I-].C(CCCCC)C(C[N+]1=CC=C(C=C1)C1=CC=[NH+]C=C1)CCCCCCCC.[I-] ([1-(2-hexyldecyl)-4,4′-bipyridinium]iodide). Yield: 5.6%. RXN SMILES: [N:1]1[CH:6]=[CH:5][C:4]([C:7]2[CH:12]=[CH:11][N:10]=[CH:9][CH:8]=2)=[CH:3][CH:2]=1.[CH2:13]([CH:19]([CH2:22][CH2:23][CH2:24][CH2:25][CH2:26][CH2:27][CH2:28][CH3:29])[CH2:20][I:21])[CH2:14][CH2:15][CH2:16][CH2:17][CH3:18].CN(C=O)C>C(#N)C>[I-:21].[CH2:13]([CH:19]([CH2:22][CH2:23][CH2:24][CH2:25][CH2:26][CH2:27][CH2:28][CH3:29])[CH2:20][N+:1]1[CH:6]=[CH:5][C:4]([C:7]2[CH:12]=[CH:11][NH+:10]=[CH:9][CH:8]=2)=[CH:3][CH:2]=1)[CH2:14][CH2:15][CH2:16][CH2:17][CH3:18].[I-:21] |f:4.5.6|. Procedure details: Under a nitrogen atmosphere, to a reaction vessel, 499 mg (3.19 mmol) of 4,4′-bipyridyl, 1.496 g (4.25 mmol, 1.3 eq) of 2-hexyl-1-iododecane, 10 mL of N,N′-dimethylformamide, and 40 mL of acetonitrile were added. The whole was stirred for 30 minutes at room temperature, and subsequently refluxed at 60° C. for 2 days. The reaction mixture was allowed to reach room temperature, and then the solvent was removed by evaporation. The procedure in which the residue was dissolved in a small amount of TH... The reactants are C(C=1C(O)=CC=CC1)(=O)OC (methyl salicylate), CN (methylamine). The solvent is CO (methanol). Conditions: time 8 hour. Product: OC1=C(C(=O)NC)C=CC=C1 (2-Hydroxy-N-methylbenzamide). Isolated yield 90.6%. As a reaction SMILES: [C:1]([O:10]C)(=O)[C:2]1[C:3](=[CH:5][CH:6]=[CH:7][CH:8]=1)[OH:4].[CH3:12][NH2:13]>CO>[OH:4][C:3]1[CH:5]=[CH:6][CH:7]=[CH:8][C:2]=1[C:1]([NH:13][CH3:12])=[O:10]. Reported procedure: A solution of methyl salicylate (5.16 mL, 40 mmol) in methanol (10 mL) was added dropwise to aqueous 40% methylamine (18.1 mL, 210 mmol) at 0° C. After addition was complete the reaction mixture was kept on stirring at room temperature overnight. The volatiles were removed in vacuo to give the subtitled compound (5.48 g).